This data is from the Open Reaction Database (ORD), a public repository of structured organic reaction records. The task is: describe an organic reaction: reactants, conditions, products, and yield The reactants are CC(C)(C)OC(=O)NCc1cccc(Br)c1F, C1COCCO1, CC(C)(C)[Si](C)(C)OCc1cccc(B(O)O)c1, [K+], [K+], O=C([O-])[O-], CC(=O)[O-], CC(=O)[O-], [Pd+2], c1ccc(P(c2ccccc2)c2ccccc2)cc1. Product: CC(C)(C)OC(=O)NCc1cccc(-c2cccc(CO[Si](C)(C)C(C)(C)C)c2)c1F. Reaction SMILES: [Br:26][c:27]1[c:28]([F:42])[c:29]([CH2:33][NH:34][C:35]([O:36][C:37]([CH3:38])([CH3:39])[CH3:40])=[O:41])[cH:30][cH:31][cH:32]1.[CH2:61]1[O:62][CH2:63][CH2:64][O:65][CH2:66]1.[CH3:43][C:44]([CH3:45])([CH3:46])[Si:47]([O:48][CH2:49][c:50]1[cH:51][c:52]([B:56]([OH:57])[OH:58])[cH:53][cH:54][cH:55]1)([CH3:59])[CH3:60].[K+:20].[K+:21].[O-:22][C:23]([O-:24])=[O:25].[O-:68][C:69]([CH3:70])=[O:71].[O-:72][C:73]([CH3:74])=[O:75].[Pd+2:67].[c:1]1([P:2]([c:3]2[cH:4][cH:5][cH:6][cH:7][cH:8]2)[c:9]2[cH:10][cH:11][cH:12][cH:13][cH:14]2)[cH:15][cH:16][cH:17][cH:18][cH:19]1>>[c:27]1(-[c:52]2[cH:51][c:50]([CH2:49][O:48][Si:47]([C:44]([CH3:43])([CH3:45])[CH3:46])([CH3:59])[CH3:60])[cH:55][cH:54][cH:53]2)[c:28]([F:42])[c:29]([CH2:33][NH:34][C:35]([O:36][C:37]([CH3:38])([CH3:39])[CH3:40])=[O:41])[cH:30][cH:31][cH:32]1.